From a dataset of the Open Reaction Database (ORD), a public repository of structured organic reaction records. describe an organic reaction: reactants, conditions, products, and yield Starting materials: C(C)OC(=O)C(CCCOC1OCCCC1)P(OCC)(OCC)=O (diethyl 1-ethoxycarbonyl-4-(tetrahydropyran-2-yloxy)butylphosphonate), cation-exchange resin. The solvent is CO (methanol). Yields the product C(C)OC(=O)C(CCCO)P(OCC)(OCC)=O (Diethyl 1-ethoxycarbonyl-4-hydroxybutylphosphonate). Reaction SMILES: [CH2:1]([O:3][C:4]([CH:6]([P:17](=[O:24])([O:21][CH2:22][CH3:23])[O:18][CH2:19][CH3:20])[CH2:7][CH2:8][CH2:9][O:10]C1CCCCO1)=[O:5])[CH3:2]>CO>[CH2:1]([O:3][C:4]([CH:6]([P:17](=[O:24])([O:18][CH2:19][CH3:20])[O:21][CH2:22][CH3:23])[CH2:7][CH2:8][CH2:9][OH:10])=[O:5])[CH3:2]. Reported procedure: The diethyl 1-ethoxycarbonyl-4-(tetrahydropyran-2-yloxy)butylphosphonate prepared in the step (a) was dissolved in 500 ml of methanol, followed by the addition of 20 g of a cation-exchange resin (Dowex 50w-8, H type). The obtained mixture was mildly refluxed for 7 hours, cooled to room temperature, and filtered to remove the resin. The filtrate was distilled to remove the solvent, giving 68.8 g of the title compound.